The task is: describe an organic reaction: reactants, conditions, products, and yield. This data is from the Open Reaction Database (ORD), a public repository of structured organic reaction records. The reactants are C[Si](C)(C)Cl (Trimethylsilyl chloride), C([O-])(O)=O.[Na+] (sodium bicarbonate), C([O-])(O)=O.[Na+] (sodium bicarbonate), C(C1=CC=CC=C1)OCC(CCCC(=CCCC(C)=O)C)C (1-benzyloxy-2,6-dimethyl-10-oxo-undec-6-ene), C(CCC)[Li] (n-butyllithium), C(C)(C)NC(C)C (diisopropylamine), lithio. The solvent is O1CCCC1 (tetrahydrofuran), C(C)N(CC)CC (triethylamine), O1CCCC1 (tetrahydrofuran), CCCCCC (hexane), O1CCCC1 (tetrahydrofuran). Reaction conditions: temperature -70 celsius, time 1 hour. The product is C(C)(C)[N-]C(C)C.[Li+] (Lithium diisopropylamide), C(C1=CC=CC=C1)OCC(CCCC(=CCCC(=C)O[Si](C)(C)C)C)C (11-benzyloxy-6,10-dimethyl-2-trimethylsiloxy-undec-1,5-diene). Reaction SMILES: C([Li:5])CCC.[CH:6]([NH:9][CH:10]([CH3:12])[CH3:11])([CH3:8])[CH3:7].[CH2:13]([O:20][CH2:21][CH:22]([CH3:34])[CH2:23][CH2:24][CH2:25][C:26]([CH3:33])=[CH:27][CH2:28][CH2:29][C:30](=[O:32])[CH3:31])[C:14]1[CH:19]=[CH:18][CH:17]=[CH:16][CH:15]=1.[CH3:35][Si:36](Cl)([CH3:38])[CH3:37].C(=O)(O)[O-].[Na+]>CCCCCC.O1CCCC1.C(N(CC)CC)C>[CH:6]([N-:9][CH:10]([CH3:12])[CH3:11])([CH3:8])[CH3:7].[Li+:5].[CH2:13]([O:20][CH2:21][CH:22]([CH3:34])[CH2:23][CH2:24][CH2:25][C:26]([CH3:33])=[CH:27][CH2:28][CH2:29][C:30]([O:32][Si:36]([CH3:38])([CH3:37])[CH3:35])=[CH2:31])[C:14]1[CH:19]=[CH:18][CH:17]=[CH:16][CH:15]=1 |f:4.5,9.10|. Procedure: Lithium diisopropylamide was prepared by the addition of 2.1 M n-butyllithium in hexane (22.7 ml, 48.8 mM) to diisopropylamine (3.45 ml, 48.8 mM) in dry tetrahydrofuran (125 ml). The base is cooled to -70° C., 1-benzyloxy-2,6-dimethyl-10-oxo-undec-6-ene (12.4 g, 41 mM) in dry tetrahydrofuran (300 ml) is added and the mixture is allowed to stir for 1 hour. Trimethylsilyl chloride (14 ml, 111 mM) is added to triethylamine (3.7 ml, 26.8 mM) in dry tetrahydrofuran (50 ml). The mixture is centrifuged... Starting materials: [H-], CN(C)c1sc2ccccc2c1C(=O)c1ccc([N+](=O)[O-])cc1, [Na+], CN(C)C=O, OCCN1CCCC1. The product is CN(C)c1sc2ccccc2c1C(=O)c1ccc(OCCN2CCCC2)cc1. As a reaction SMILES: [H-:24].[N+:1]([O-:2])(=[O:3])[c:4]1[cH:5][cH:6][c:7]([C:10](=[O:11])[c:12]2[c:13]3[c:14]([s:15][c:16]2[N:17]([CH3:18])[CH3:19])[cH:20][cH:21][cH:22][cH:23]3)[cH:8][cH:9]1.[Na+:25].[O:34]=[CH:35][N:36]([CH3:37])[CH3:38].[OH:26][CH2:27][CH2:28][N:29]1[CH2:30][CH2:31][CH2:32][CH2:33]1>>[c:4]1([O:26][CH2:27][CH2:28][N:29]2[CH2:30][CH2:31][CH2:32][CH2:33]2)[cH:5][cH:6][c:7]([C:10](=[O:11])[c:12]2[c:13]3[c:14]([s:15][c:16]2[N:17]([CH3:18])[CH3:19])[cH:20][cH:21][cH:22][cH:23]3)[cH:8][cH:9]1. As a reaction SMILES: [H-].[Na+].I[CH3:4].[Br:5][C:6]1[CH:11]=[CH:10][C:9]([CH2:12][N:13]2[C:22](=[O:23])[C:21]3[C:16](=[CH:17][CH:18]=[C:19]([C:24]([OH:27])([CH3:26])[CH3:25])[CH:20]=3)[N:15]=[C:14]2[CH2:28][CH2:29][CH2:30][CH3:31])=[CH:8][CH:7]=1>C1COCC1>[Br:5][C:6]1[CH:7]=[CH:8][C:9]([CH2:12][N:13]2[C:22](=[O:23])[C:21]3[C:16](=[CH:17][CH:18]=[C:19]([C:24]([O:27][CH3:4])([CH3:25])[CH3:26])[CH:20]=3)[N:15]=[C:14]2[CH2:28][CH2:29][CH2:30][CH3:31])=[CH:10][CH:11]=1 |f:0.1|. The product is BrC1=CC=C(C=C1)CN1C(=NC2=CC=C(C=C2C1=O)C(C)(C)OC)CCCC (3-[(4-Bromophenyl)methyl]-2-butyl-6-(1-methoxy-1-methylethyl)-4(3H)-quinazolinone). Starting materials: [H-].[Na+] (sodium hydride), IC (iodomethane), BrC1=CC=C(C=C1)CN1C(=NC2=CC=C(C=C2C1=O)C(C)(C)O)CCCC (3-[(4-bromophenyl)methyl]-2-butyl-6-(1-hydroxy-1-methylethyl)-4(3H)-quinazolinone). Reported procedure: To a solution of 0.186 g of 60% sodium hydride and 2.90 ml of iodomethane in THF at room temperature is added 1.00 g of 3-[(4-bromophenyl)methyl]-2-butyl-6-(1-hydroxy-1-methylethyl)-4(3H)-quinazolinone. The reaction mixture is stirred overnight at room temperature and then quenched with ammonium chloride solution and diluted with water. The aqueous layer is extracted with ether and the combined organics are dried over MgSO4, filtered and concentrated in vacuo. The residue is purified by flash ch... Reaction conditions: time 8 hour. The solvent is C1CCOC1 (THF). Reactants: Fc1cc(Cl)cc(Br)c1, [C-]#N, [C-]#N, CN(C)C=O, CCOC(C)=O, ClCCl, Cl[Pd]Cl, [Zn+2]. The product is N#Cc1cc(F)cc(Cl)c1. As a reaction SMILES: [Br:1][c:2]1[cH:3][c:4]([Cl:9])[cH:5][c:6]([F:8])[cH:7]1.[C-:24]#[N:25].[C-:27]#[N:28].[CH3:13][N:14]([CH3:15])[CH:16]=[O:17].[CH3:18][CH2:19][O:20][C:21](=[O:22])[CH3:23].[Cl:10][CH2:11][Cl:12].[Cl:29][Pd:30][Cl:31].[Zn+2:26]>>[c:2]1([C:13]#[N:14])[cH:3][c:4]([Cl:9])[cH:5][c:6]([F:8])[cH:7]1. Starting materials: COc1ccc(-c2ccc(C=O)cc2)cc1Br, ClCCl, CCCCCC, [Mg+2], NCc1ccccc1, O=S(=O)([O-])[O-]. The product is COc1ccc(-c2ccc(C=NCc3ccccc3)cc2)cc1Br. Reaction SMILES: [Br:1][c:2]1[cH:3][c:4](-[c:10]2[cH:11][cH:12][c:13]([CH:16]=[O:17])[cH:14][cH:15]2)[cH:5][cH:6][c:7]1[O:8][CH3:9].[CH2:38]([Cl:39])[Cl:40].[CH3:32][CH2:33][CH2:34][CH2:35][CH2:36][CH3:37].[Mg+2:26].[NH2:18][CH2:19][c:20]1[cH:21][cH:22][cH:23][cH:24][cH:25]1.[O-:27][S:28]([O-:29])(=[O:30])=[O:31]>>[Br:1][c:2]1[cH:3][c:4](-[c:10]2[cH:11][cH:12][c:13]([CH:16]=[N:18][CH2:19][c:20]3[cH:21][cH:22][cH:23][cH:24][cH:25]3)[cH:14][cH:15]2)[cH:5][cH:6][c:7]1[O:8][CH3:9]. Reactants: NC1=CC(=C(C(=O)N2CCN(CC2)CC=2C=C(C(=O)NC(C)(C)C)C=CC2)C=C1F)F (3-((4-(4-Amino-2,5-difluorobenzoyl)piperazin-1-yl)methyl)-N-tert-butylbenzamide), ClC(=O)OC1=CC=C(C=C1)[N+](=O)[O-] (4-nitrophenol chloroformate), C1(CCC1)N (Cyclobutylamine). Run in ClCCl (dichloromethane), O (water). Conditions: time 30 minute. The product is C(C)(C)(C)NC(C1=CC(=CC=C1)CN1CCN(CC1)C(C1=C(C=C(C(=C1)F)NC(=O)NC1CCC1)F)=O)=O (N-tert-Butyl-3-((4-(4-(3-cyclobutylureido)-2,5-difluorobenzoyl)piperazin-1-yl)methyl)-benzamide). Yield: 2.3%. RXN SMILES: [NH2:1][C:2]1[C:29]([F:30])=[CH:28][C:5]([C:6]([N:8]2[CH2:13][CH2:12][N:11]([CH2:14][C:15]3[CH:16]=[C:17]([CH:25]=[CH:26][CH:27]=3)[C:18]([NH:20][C:21]([CH3:24])([CH3:23])[CH3:22])=[O:19])[CH2:10][CH2:9]2)=[O:7])=[C:4]([F:31])[CH:3]=1.Cl[C:33](OC1C=CC([N+]([O-])=O)=CC=1)=[O:34].[CH:45]1([NH2:49])[CH2:48][CH2:47][CH2:46]1>ClCCl.O>[C:21]([NH:20][C:18](=[O:19])[C:17]1[CH:25]=[CH:26][CH:27]=[C:15]([CH2:14][N:11]2[CH2:10][CH2:9][N:8]([C:6](=[O:7])[C:5]3[CH:28]=[C:29]([F:30])[C:2]([NH:1][C:33]([NH:49][CH:45]4[CH2:48][CH2:47][CH2:46]4)=[O:34])=[CH:3][C:4]=3[F:31])[CH2:13][CH2:12]2)[CH:16]=1)([CH3:24])([CH3:23])[CH3:22]. Procedure: 3-((4-(4-Amino-2,5-difluorobenzoyl)piperazin-1-yl)methyl)-N-tert-butylbenzamide (1 g, 0.023 mol) and 4-nitrophenol chloroformate (0.4636 g, 0.0023 mol) were combined and stirred in dichloromethane for 1 hour at room temperature. Cyclobutylamine (0.8969 g, 0.0017 mol, 0.108 mL) was added and the reaction was stirred for 30 minutes. The reaction mixture was diluted with water and flushed through a hydrophobic frit. The organic phase was concentrated under vacuum and purified by acidic reverse phas... Starting materials: CN(C1C(C2=C(NC(C1=C)=O)C=CC(=C2)OC)=O)C (4-dimethylamino-methylene-7-methoxy-3,4-dihydro-1H-benzo[b]azepine-2,5-dione), FC1=CC2=C(NC(CCC2=O)=O)C=C1 (7-fluoro-3,4-dihydro-1H-benzo[b]azepine-2,5-dione), CC=1C=CC2=C(NC(CCC2=O)=O)C1 (8-methyl-3,4-dihydro-1H-benzo[b]azepine-2,5-dione). The product is CN(C)C=C1C(C2=C(NC(C1)=O)C=C(C=C2)C)=O (4-Dimethylaminomethylene-8-methyl-3,4-dihydro-1H-benzo[b]azepine-2,5-dione). RXN SMILES: [CH3:1][N:2]([CH3:19])[CH:3]1C(=C)C(=O)NC2C=CC(OC)=CC=2C1=O.FC1C=CC2NC(=O)CCC(=O)C=2C=1.[CH3:34][C:35]1[CH:36]=[CH:37][C:38]2[C:44](=[O:45])[CH2:43][CH2:42][C:41](=[O:46])[NH:40][C:39]=2[CH:47]=1>>[CH3:1][N:2]([CH:19]=[C:43]1[CH2:42][C:41](=[O:46])[NH:40][C:39]2[CH:47]=[C:35]([CH3:34])[CH:36]=[CH:37][C:38]=2[C:44]1=[O:45])[CH3:3]. Reported procedure: In a manner similar to that described above for 4-dimethylamino-methylene-7-methoxy-3,4-dihydro-1H-benzo[b]azepine-2,5-dione, 7-fluoro-3,4-dihydro-1H-benzo[b]azepine-2,5-dione, 0.64 g of 8-methyl-3,4-dihydro-1H-benzo[b]azepine-2,5-dione was converted to v-g (87%): MS m/z=245 (M+H). Reactants: C(C)(=O)OCC (ethyl acetate), BrC=1C=C2C(=NC1)OC1=CC=C(C=C1[C@]21N=C(OC1)N)C=1C=NC=CC1 ((5S)-3-Bromo-7-(3-pyridinyl)spiro[chromeno[2,3-b]pyridine-5,4′-[1,3]oxazol]-2′-amine), C(C)(C)NC(C)C (diisopropyl amine), CN(C)C=O (DMF). Reagents/catalysts: [Cu](I)I (copper iodide), C=1C=CC(=CC1)[P](C=2C=CC=CC2)(C=3C=CC=CC3)[Pd]([P](C=4C=CC=CC4)(C=5C=CC=CC5)C=6C=CC=CC6)([P](C=7C=CC=CC7)(C=8C=CC=CC8)C=9C=CC=CC9)[P](C=1C=CC=CC1)(C=1C=CC=CC1)C=1C=CC=CC1 (tetrakis(triphenylphosphine)palladium). The solvent is O (water). Conditions: temperature 90 celsius. Product: CC(C#CC=1C=C2C(=NC1)OC1=CC=C(C=C1[C@]21N=C(OC1)N)C=1C=NC=CC1)(C)C ((5S)-3-(3,3-dimethyl-1-butyn-1-yl)-7-(3-pyridinyl)spiro[chromeno[2,3-b]pyridine-5,4′-[1,3]oxazol]-2′-amine). The yield is 64.5%. As a reaction SMILES: Br[C:2]1[CH:3]=[C:4]2[C@:15]3([CH2:19][O:18][C:17]([NH2:20])=[N:16]3)[C:14]3[C:9](=[CH:10][CH:11]=[C:12]([C:21]4[CH:22]=[N:23][CH:24]=[CH:25][CH:26]=4)[CH:13]=3)[O:8][C:5]2=[N:6][CH:7]=1.C(N[CH:31]([CH3:33])[CH3:32])(C)C.[CH3:34]N(C=O)C.[C:39](OCC)(=O)[CH3:40]>O.[Cu](I)I.C1C=CC([P]([Pd]([P](C2C=CC=CC=2)(C2C=CC=CC=2)C2C=CC=CC=2)([P](C2C=CC=CC=2)(C2C=CC=CC=2)C2C=CC=CC=2)[P](C2C=CC=CC=2)(C2C=CC=CC=2)C2C=CC=CC=2)(C2C=CC=CC=2)C2C=CC=CC=2)=CC=1>[CH3:34][C:31]([CH3:32])([CH3:33])[C:39]#[C:40][C:2]1[CH:3]=[C:4]2[C@:15]3([CH2:19][O:18][C:17]([NH2:20])=[N:16]3)[C:14]3[C:9](=[CH:10][CH:11]=[C:12]([C:21]4[CH:22]=[N:23][CH:24]=[CH:25][CH:26]=4)[CH:13]=3)[O:8][C:5]2=[N:6][CH:7]=1 |^1:52,54,73,92|. Procedure details: (5S)-3-Bromo-7-(3-pyridinyl)spiro[chromeno[2,3-b]pyridine-5,4′-[1,3]oxazol]-2′-amine (170 mg, 0.415 mmol), diisopropyl amine (2911 μL, 20.77 mmol), copper iodide (15.82 mg, 0.083 mmol), tetrakis(triphenylphosphine)palladium (48.0 mg, 0.042 mmol) and DMF (2769 μL, 0.415 mmol) were combined in a sealable tube, which was then flushed with argon and heated at 90° C. for 5 hours. After cooling to room temperature the reaction in the tube was diluted with water (25 mL) and poured into a separatory fun...